From a dataset of the Open Reaction Database (ORD), a public repository of structured organic reaction records. describe an organic reaction: reactants, conditions, products, and yield Starting materials: CSC=1N=CC2=C(N3CCC[C@H]3CN(C2=O)C2=CC(=CC=C2)C=2N=NNN2)N1 ((S)-9-methylthio-5-[3-(2H-tetrazol-5-yl)phenyl]-1,2,3,3a,4,5-hexahydro-5,8,10,10b-tetraazabenzo[e]azulen-6-one), O (water), C([O-])([O-])=O.[K+].[K+] (potassium carbonate), CI (methyl iodide). Solvent: CN(C)C=O (DMF). Conditions: time 2 hour. Product: CN1N=C(N=N1)C=1C=C(C=CC1)N1C(C2=C(N3CCC[C@H]3C1)N=C(N=C2)SC)=O ((S)-5-[3-(2-methyl-2H-tetrazol-5-yl)phenyl]-9-methylthio-1,2,3,3a,4,5-hexahydro-5,8,10,10b-tetraazabenzo[e]azulen-6-one), CN1N=NN=C1C=1C=C(C=CC1)N1C(C2=C(N3CCC[C@H]3C1)N=C(N=C2)SC)=O ((S)-5-[3-(1-methyl-1H-tetrazol-5-yl)phenyl]-9-methylthio-1,2,3,3a,4,5-hexahydro-5,8,10,10b-tetraazabenzo[e]azulen-6-one). Yield: 15.0%. RXN SMILES: [CH3:1][S:2][C:3]1[N:4]=[CH:5][C:6]2[C:15](=[O:16])[N:14]([C:17]3[CH:22]=[CH:21][CH:20]=[C:19]([C:23]4[N:24]=[N:25][NH:26][N:27]=4)[CH:18]=3)[CH2:13][C@H:12]3[N:8]([CH2:9][CH2:10][CH2:11]3)[C:7]=2[N:28]=1.[C:29](=O)([O-])[O-].[K+].[K+].CI.O>CN(C=O)C>[CH3:29][N:25]1[N:26]=[N:27][C:23]([C:19]2[CH:18]=[C:17]([N:14]3[CH2:13][C@H:12]4[N:8]([CH2:9][CH2:10][CH2:11]4)[C:7]4[N:28]=[C:3]([S:2][CH3:1])[N:4]=[CH:5][C:6]=4[C:15]3=[O:16])[CH:22]=[CH:21][CH:20]=2)=[N:24]1.[CH3:29][N:27]1[C:23]([C:19]2[CH:18]=[C:17]([N:14]3[CH2:13][C@H:12]4[N:8]([CH2:9][CH2:10][CH2:11]4)[C:7]4[N:28]=[C:3]([S:2][CH3:1])[N:4]=[CH:5][C:6]=4[C:15]3=[O:16])[CH:22]=[CH:21][CH:20]=2)=[N:24][N:25]=[N:26]1 |f:1.2.3|. Procedure: (S)-9-Methylthio-5-[3-(2H-tetrazol-5-yl)phenyl]-1,2,3,3a,4,5-hexahydro-5,8,10,10b-tetraazabenzo[e]azulen-6-one (283 mg, 0.717 mmol) obtained in Step 1 was dissolved in DMF (7 mL), and the mixture was stirred at room temperature for 2 hours after adding potassium carbonate (149 mg, 1.08 mmol) and methyl iodide (0.0670 mL, 1.08 mmol). Thereafter, water was added to the mixture, and the mixture was extracted with ethyl acetate. The organic layer was dried over anhydrous magnesium sulfate. The resid... Reactants: CC(CC1=CC=C(C=C1)O)(C)[N+](=O)[O-] (4(2-methyl-2-nitropropyl)phenol), CCO (EtOH). The reagents and catalysts are [Pd] (Palladium on carbon). Run in CO (MeOH). Conditions: temperature 50 celsius, time 1 hour. Yields the product C(C)(=O)O.NC(CC1=CC=C(C=C1)O)(C)C (4-(2-amino-2-methypropyl)phenol acetic acid salt). The yield is 86.0%. As a reaction SMILES: [CH3:1][C:2]([N+:12]([O-])=O)([CH3:11])[CH2:3][C:4]1[CH:9]=[CH:8][C:7]([OH:10])=[CH:6][CH:5]=1.CC[OH:17]>[Pd].CO>[C:7]([OH:10])(=[O:17])[CH3:8].[NH2:12][C:2]([CH3:11])([CH3:1])[CH2:3][C:4]1[CH:9]=[CH:8][C:7]([OH:10])=[CH:6][CH:5]=1 |f:4.5|. Procedure details: A one-gallon high-pressure reactor was charged with 4(2-methyl-2-nitropropyl)phenol (120 g, 614 mmol), HOAC (35.2 mL, 614 mmol), 5% Palladium on carbon (24 g) wetted with 2B3 EtOH (60 mL), and MeOH (1230 mL). The mixture was heated to 50° C. with agitation (600 rpm), and the reactor was purged with N2 and pressurized to 50 psi with H2. After 15.5 h the reactor was purged with N2, and the cooled mixture was filtered. The filter cake was washed with MeOH and the filtrate was concentrated to 514 g ...